Dataset: the Open Reaction Database (ORD), a public repository of structured organic reaction records. Task: describe an organic reaction: reactants, conditions, products, and yield The reactants are [Br-], CCCC[N+](CCCC)(CCCC)CCCC, Cc1ccccc1, BrC1CCCC1, [I-], [K+], Nc1cc(O)c(Cl)cc1F, [Na+], [OH-], O. Product: Nc1cc(OC2CCCC2)c(Cl)cc1F. RXN SMILES: [Br-:21].[CH3:22][CH2:23][CH2:24][CH2:25][N+:26]([CH2:27][CH2:28][CH2:29][CH3:30])([CH2:31][CH2:32][CH2:33][CH3:34])[CH2:35][CH2:36][CH2:37][CH3:38].[CH3:39][c:40]1[cH:41][cH:42][cH:43][cH:44][cH:45]1.[CH:11]1([Br:16])[CH2:12][CH2:13][CH2:14][CH2:15]1.[I-:18].[K+:17].[NH2:1][c:2]1[c:3]([F:10])[cH:4][c:5]([Cl:9])[c:6]([OH:8])[cH:7]1.[Na+:20].[OH-:19].[OH2:46]>>[NH2:1][c:2]1[c:3]([F:10])[cH:4][c:5]([Cl:9])[c:6]([O:8][CH:11]2[CH2:12][CH2:13][CH2:14][CH2:15]2)[cH:7]1. Starting materials: C([O-])(O)=O.[Na+] (sodium bicarbonate), C(=S)(Cl)Cl (thiocarbonyl dichloride), FC1=CC=CC(=N1)CN1N=C(C=C1)N (1-[(6-fluoro-2-pyridinyl)methyl]-1H-pyrazol-3-amine). Run in C(Cl)Cl (DCM), C(Cl)Cl (DCM). Reaction conditions: time 15 hour. The product is FC1=NC(=CC=C1)CN1N=C(C=C1)N=C=S (2-fluoro-6-[(3-isothiocyanato-1H-pyrazol-1-yl)methyl]pyridine). The yield is 76.8%. Reaction SMILES: [F:1][C:2]1[N:7]=[C:6]([CH2:8][N:9]2[CH:13]=[CH:12][C:11]([NH2:14])=[N:10]2)[CH:5]=[CH:4][CH:3]=1.C(=O)(O)[O-].[Na+].[C:20](Cl)(Cl)=[S:21]>C(Cl)Cl>[F:1][C:2]1[CH:3]=[CH:4][CH:5]=[C:6]([CH2:8][N:9]2[CH:13]=[CH:12][C:11]([N:14]=[C:20]=[S:21])=[N:10]2)[N:7]=1 |f:1.2|. Reported procedure: Intermediate 48 (48 mg, 0.250 mmol) was dissolved in 2 mL of DCM. 2 mL of sodium bicarbonate solution (aqueous, saturated) were added to the mixture and finally thiocarbonyl dichloride (ALDRICH, 0.019 mL, 0.250 mmol) was added dropwise. The reaction was stirred for 15 h. The crude was dissolved in 5 mL of DCM and washed with 5 mL of distilled water. Organic layer was dried over MgSO4 (anh), filtered and concentrated to dryness to give the title compound as a brown oil (45 mg, 0.192 mmol, 77%). 1... The reactants are P(=S)(Cl)(Cl)Cl (thiophosphorylchloride), [H-].[Na+] (sodium hydride), C(C)(C)O (isopropyl alcohol). Run in C1CCOC1 (THF), C1CCOC1 (THF), C1CCOC1 (THF), C1CCOC1 (THF). Conditions: temperature -40 celsius. The product is CC([O-])C.[Na+] (sodium isopropoxide), P(=S)(OC(C)C)(OC(C)C)Cl (O,O-diisopropyl chlorothiophosphate). Yield: 117.1%. RXN SMILES: [H-].[Na+:2].[CH:3]([OH:6])([CH3:5])[CH3:4].[P:7]([Cl:11])(Cl)(Cl)=[S:8]>C1COCC1>[CH3:4][CH:3]([CH3:5])[O-:6].[Na+:2].[P:7]([Cl:11])([O:6][CH:3]([CH3:5])[CH3:4])([O:6][CH:3]([CH3:5])[CH3:4])=[S:8] |f:0.1,5.6|. Procedure details: A solution of sodium isopropoxide in THF was prepared by the reaction of 45 g (1125 mmole) of 60% sodium hydride with 84 ml (1100 mmole) of isopropyl alcohol in 400 ml of THF. This solution was added, with mechanical stirring, to 83.4 g (490 mmole) of thiophosphorylchloride in 300 ml of THF and cooled to -40° C. internal. After the addition was complete the reaction mixture was slowly warmed to 25° C. When gas chromatography showed the reaction to be complete the THF was removed in vacuo and the... Starting materials: C(CCCCC(=O)[O-])(=O)OCC (mono-ethyl adipate), Cl.C(C)N=C=NCCCN(C)C (1-ethyl-3-(3-dimethylaminopropyl)carbodiimide hydrochloride), ClC=1C=C(CC(C(C)N)\C=C\C2=CC3=CC=CC=C3C=C2)C=CC1Cl ((1RS,2RS,3E)-2-(3,4-dichlorobenzyl)-1-methyl-4-(2-naphthyl)-3-butenylamine). Reagents/catalysts: CN(C1=CC=NC=C1)C (4-dimethylaminopyridine). The solvent is C(Cl)Cl (methylene chloride), C(C)(=O)OCC (ethyl acetate). Run at time 3 hour. Yields the product ClC=1C=C(CC(C(C)NC(=O)CCCCC(=O)O)\C=C\C2=CC3=CC=CC=C3C=C2)C=CC1Cl (5-{(1RS,2RS,3E)-2-(3,4-dichlorobenzyl)-1-methyl-4-(2-naphthyl)-3-butenylcarbamoyl}pentanoic acid). Yield: 52.0%. As a reaction SMILES: [Cl:1][C:2]1[CH:3]=[C:4]([CH:22]=[CH:23][C:24]=1[Cl:25])[CH2:5][CH:6](/[CH:10]=[CH:11]/[C:12]1[CH:21]=[CH:20][C:19]2[C:14](=[CH:15][CH:16]=[CH:17][CH:18]=2)[CH:13]=1)[CH:7]([NH2:9])[CH3:8].[C:26](OCC)(=[O:34])[CH2:27][CH2:28][CH2:29][CH2:30][C:31]([O-:33])=[O:32].Cl.C(N=C=NCCCN(C)C)C>C(Cl)Cl.CN(C)C1C=CN=CC=1.C(OCC)(=O)C>[Cl:1][C:2]1[CH:3]=[C:4]([CH:22]=[CH:23][C:24]=1[Cl:25])[CH2:5][CH:6](/[CH:10]=[CH:11]/[C:12]1[CH:21]=[CH:20][C:19]2[C:14](=[CH:15][CH:16]=[CH:17][CH:18]=2)[CH:13]=1)[CH:7]([NH:9][C:26]([CH2:27][CH2:28][CH2:29][CH2:30][C:31]([OH:33])=[O:32])=[O:34])[CH3:8] |f:2.3|. Reported procedure: 30 mg of (1RS,2RS,3E)-2-(3,4-dichlorobenzyl)-1-methyl-4-(2-naphthyl)-3-butenylamine was dissolved in 1 ml of methylene chloride, and 18 mg of mono-ethyl adipate, 12 mg of 4-dimethylaminopyridine and 19 mg of 1-ethyl-3-(3-dimethylaminopropyl)carbodiimide hydrochloride were added thereto. The mixture was stirred at room temperature for 3 hours. The reaction solution was diluted with ethyl acetate, then sequentially washed with 1N hydrochloric acid, a saturated sodium hydrogencarbonate aqueous solu... The reactants are COC1=CC=C(C=C1)C1(COCC(N1)=O)C (5-(4-methoxyphenyl)-5-methylmorpholin-3-one), CN (methylamine). Reagents/catalysts: [Ti](Cl)(Cl)(Cl)Cl (titanium tetrachloride). The solvent is O1CCCC1 (tetrahydrofuran), C1=CC=CC=C1 (benzene), C1=CC=CC=C1 (benzene). Conditions: temperature 0 celsius. Yields the product COC1=CC=C(C=C1)C1(N=C(COC1)CN)C ([5-(4-Methoxyphenyl)-5-methyl-5,6-dihydro-2H-[1,4]oxazin-3-yl]methylamine). As a reaction SMILES: [CH3:1][O:2][C:3]1[CH:8]=[CH:7][C:6]([C:9]2([CH3:16])[NH:14][C:13](=O)[CH2:12][O:11][CH2:10]2)=[CH:5][CH:4]=1.[CH3:17][NH2:18]>O1CCCC1.C1C=CC=CC=1.[Ti](Cl)(Cl)(Cl)Cl>[CH3:1][O:2][C:3]1[CH:8]=[CH:7][C:6]([C:9]2([CH3:16])[CH2:10][O:11][CH2:12][C:13]([CH2:17][NH2:18])=[N:14]2)=[CH:5][CH:4]=1. Reported procedure: A solution of 69.5 mmol of 5-(4-methoxyphenyl)-5-methylmorpholin-3-one in 200 ml of tetrahydrofuran and 25 ml of benzene is cooled to 0° C. and saturated with methylamine. A solution of 19 g of titanium tetrachloride in 25 ml of benzene is added dropwise over the course of 15 minutes. After addition is complete, the reaction mixture is heated to reflux for 3 hours. The reaction mixture is then cooled to 0° C. and cautiously quenched with 60 ml of water. It is filtered through Hyflo, and the filt...